This data is from the Open Reaction Database (ORD), a public repository of structured organic reaction records. The task is: describe an organic reaction: reactants, conditions, products, and yield The reactants are ClC1=C(C=CC(=C1)Cl)CCOC=1C=C(C(=O)O)C=CC1OC (3-[2-(2,4-Dichlorophenyl)-ethoxy]-4-methoxy-benzoic acid), C(=O)(N1C=NC=C1)N1C=NC=C1 (carbonyldiimidazole), Cl.NCC1CCN(CC1)C(=N)N (4-Aminomethyl-piperidine-1-carboxamidine hydrochloride), CS(=O)C (DMSO). Run in CN(C)C=O (DMF). Run at time 8 hour. Product: C(N)(=N)N1CCC(CC1)CNC(C1=CC(=C(C=C1)OC)OCCC1=C(C=C(C=C1)Cl)Cl)=O (N-(1-Carbamimidoyl-piperidin-4-ylmethyl)-3-[2-(2,4-dichloro-phenyl)-ethoxy]-4-methoxy-benzamide). Yield: 21.4%. As a reaction SMILES: [Cl:1][C:2]1[CH:7]=[C:6]([Cl:8])[CH:5]=[CH:4][C:3]=1[CH2:9][CH2:10][O:11][C:12]1[CH:13]=[C:14]([CH:18]=[CH:19][C:20]=1[O:21][CH3:22])[C:15]([OH:17])=O.C(N1C=CN=C1)(N1C=CN=C1)=O.Cl.[NH2:36][CH2:37][CH:38]1[CH2:43][CH2:42][N:41]([C:44]([NH2:46])=[NH:45])[CH2:40][CH2:39]1.CS(C)=O>CN(C=O)C>[C:44]([N:41]1[CH2:42][CH2:43][CH:38]([CH2:37][NH:36][C:15](=[O:17])[C:14]2[CH:18]=[CH:19][C:20]([O:21][CH3:22])=[C:12]([O:11][CH2:10][CH2:9][C:3]3[CH:4]=[CH:5][C:6]([Cl:8])=[CH:7][C:2]=3[Cl:1])[CH:13]=2)[CH2:39][CH2:40]1)(=[NH:45])[NH2:46] |f:2.3|. Procedure: A solution of 100 mg 3-[2-(2,4-Dichlorophenyl)-ethoxy]-4-methoxy-benzoic acid in 2 ml DMF was activated by the addition of 53 mg carbonyldiimidazole. After stirring for 2 h at RT 90 mg of 4-Aminomethyl-piperidine-1-carboxamidine hydrochloride and 2 ml DMSO were added and the mixture was stirred overnight. Subsequent dilution with 3 ml water and filtration through a chem elut® cartridge, eluting with ethyl acetate yielded after concentration under reduced pressure a white solid. Purification by p... Starting materials: C(C)(C)(C)OC(C[C@H]1NC(N(C1=O)[C@@H]([C@@H](C)C1=CC=CC=C1)C=1NC(=CN1)C1=CC=C(C=C1)I)=O)=O (((R)-1-{(1S,2S)-1-[5-(4-iodo-phenyl)-1H-imidazol-2-yl]-2-phenyl-propyl}-2,5-dioxo-imidazolidin-4-yl)-acetic acid tert-butyl ester), Cl (hydrogen chloride), O1CCOCC1 (p-dioxane). Reaction conditions: time 2 hour. Product: IC1=CC=C(C=C1)C1=CN=C(N1)[C@H]([C@@H](C)C1=CC=CC=C1)N1C(N[C@@H](C1=O)CC(=O)O)=O (((R)-1-{(1S,2S)-1-[5-(4-iodo-phenyl)-1H-imidazol-2-yl]-2-phenyl-propyl}-2,5-dioxo-imidazolidin-4-yl)-acetic acid). RXN SMILES: C([O:5][C:6](=[O:36])[CH2:7][C@@H:8]1[C:12](=[O:13])[N:11]([C@H:14]([C:23]2[NH:24][C:25]([C:28]3[CH:33]=[CH:32][C:31]([I:34])=[CH:30][CH:29]=3)=[CH:26][N:27]=2)[C@H:15]([C:17]2[CH:22]=[CH:21][CH:20]=[CH:19][CH:18]=2)[CH3:16])[C:10](=[O:35])[NH:9]1)(C)(C)C.Cl.O1CCOCC1>>[I:34][C:31]1[CH:30]=[CH:29][C:28]([C:25]2[NH:24][C:23]([C@@H:14]([N:11]3[C:12](=[O:13])[C@@H:8]([CH2:7][C:6]([OH:36])=[O:5])[NH:9][C:10]3=[O:35])[C@H:15]([C:17]3[CH:22]=[CH:21][CH:20]=[CH:19][CH:18]=3)[CH3:16])=[N:27][CH:26]=2)=[CH:33][CH:32]=1. Procedure details: To ((R)-1-{(1S,2S)-1-[5-(4-iodo-phenyl)-1H-imidazol-2-yl]-2-phenyl-propyl}-2,5-dioxo-imidazolidin-4-yl)-acetic acid tert-butyl ester (120 mg, 0.2 mmol) was added 4 N hydrogen chloride in p-dioxane (2 mL, 0.8 mmol). The mixture was stirred at room temperature for 2 hours. The reaction mixture was concentrated in vacuo and hexane was added to form a precipitate. The solid was collected by filtration and dried to give ((R)-1-{(1S,2S)-1-[5-(4-iodo-phenyl)-1H-imidazol-2-yl]-2-phenyl-propyl}-2,5-dioxo... Starting materials: [BH4-], C=O, CO, CNC(=O)c1ccc2cc(-c3nc(NCCC4CCNCC4)ncc3C)sc2c1, ClCCl, [Na+]. Product: CNC(=O)c1ccc2cc(-c3nc(NCCC4CCN(C)CC4)ncc3C)sc2c1. RXN SMILES: [BH4-:32].[CH2:1]=[O:2].[CH3:34][OH:35].[CH3:3][NH:4][C:5](=[O:6])[c:7]1[cH:8][cH:9][c:10]2[c:11]([s:12][c:13](-[c:15]3[n:16][c:17]([NH:22][CH2:23][CH2:24][CH:25]4[CH2:26][CH2:27][NH:28][CH2:29][CH2:30]4)[n:18][cH:19][c:20]3[CH3:21])[cH:14]2)[cH:31]1.[Cl:36][CH2:37][Cl:38].[Na+:33]>>[CH3:1][N:28]1[CH2:27][CH2:26][CH:25]([CH2:24][CH2:23][NH:22][c:17]2[n:16][c:15](-[c:13]3[s:12][c:11]4[c:10]([cH:9][cH:8][c:7]([C:5]([NH:4][CH3:3])=[O:6])[cH:31]4)[cH:14]3)[c:20]([CH3:21])[cH:19][n:18]2)[CH2:30][CH2:29]1. The reactants are NCCNC1=C2N=CN(C2=NC(=N1)Cl)C1CCCC1 (N-(2-aminoethyl)-2-chloro-9-cyclopentyl-9H-purin-6-amine), CSC1=CC=C(C(=O)O)C=C1 (4-(methylthio) benzoic acid), O.ON1N=NC2=C1C=CC=C2 (1-hydroxybenzotriazole hydrate), Cl.CN(CCCN=C=NCC)C (1-(3-dimethylaminopropyl)-3-ethylcarbodiimide hydrochloride). Run in ClCCl (dichloromethane), O (Water). Reaction conditions: time 30 minute. The product is ClC1=NC(=C2N=CN(C2=N1)C1CCCC1)NCCNC(C1=CC=C(C=C1)SC)=O (N-[2-[(2-chloro-9-cyclopentyl-9H-purin-6-yl)-amino]-ethyl]-4-(methylthio)-benzamide). As a reaction SMILES: [CH3:1][S:2][C:3]1[CH:11]=[CH:10][C:6]([C:7]([OH:9])=O)=[CH:5][CH:4]=1.O.ON1C2C=CC=CC=2N=N1.Cl.CN(C)CCCN=C=NCC.[NH2:35][CH2:36][CH2:37][NH:38][C:39]1[N:47]=[C:46]([Cl:48])[N:45]=[C:44]2[C:40]=1[N:41]=[CH:42][N:43]2[CH:49]1[CH2:53][CH2:52][CH2:51][CH2:50]1>ClCCl.O>[Cl:48][C:46]1[N:45]=[C:44]2[C:40]([N:41]=[CH:42][N:43]2[CH:49]2[CH2:53][CH2:52][CH2:51][CH2:50]2)=[C:39]([NH:38][CH2:37][CH2:36][NH:35][C:7](=[O:9])[C:6]2[CH:5]=[CH:4][C:3]([S:2][CH3:1])=[CH:11][CH:10]=2)[N:47]=1 |f:1.2,3.4|. Procedure details: 200 mg of 4-(methylthio) benzoic acid, 205 mg of 1-hydroxybenzotriazole hydrate, 290 mg of 1-(3-dimethylaminopropyl)-3-ethylcarbodiimide hydrochloride in 4 ml of dichloromethane are mixed together, 280 mg of the product obtained in Stage 1 of Example 7 is added and the reaction medium is agitated for 4 hours and 30 minutes at ambient temperature. Water is added, followed by separating, washing with ether, drying and 336 mg of expected product is collected. Starting materials: COc1ccc(C(=O)N2CCOCC2)cc1[N+](=O)[O-], COc1cc(N2CCCC(C(=O)N3CCN(C)CC3)C2)ccc1N. Product: COc1ccc(C(=O)N2CCOCC2)cc1N. RXN SMILES: [CH3:25][O:26][c:27]1[c:28]([N+:41]([O-:42])=[O:43])[cH:29][c:30]([C:33](=[O:34])[N:35]2[CH2:36][CH2:37][O:38][CH2:39][CH2:40]2)[cH:31][cH:32]1.[NH2:1][c:2]1[cH:3][cH:4][c:5]([N:6]2[CH2:7][CH2:8][CH2:9][CH:10]([C:11]([N:12]3[CH2:13][CH2:14][N:15]([CH3:16])[CH2:17][CH2:18]3)=[O:19])[CH2:20]2)[cH:21][c:22]1[O:23][CH3:24]>>[CH3:25][O:26][c:27]1[c:28]([NH2:41])[cH:29][c:30]([C:33](=[O:34])[N:35]2[CH2:36][CH2:37][O:38][CH2:39][CH2:40]2)[cH:31][cH:32]1.